Task: describe an organic reaction: reactants, conditions, products, and yield. Dataset: the Open Reaction Database (ORD), a public repository of structured organic reaction records The reactants are CSC(=N)Nc1ccc(C#N)cc1, CCO, I, NCCC(=O)O, [Na+], [OH-], O. Yields the product N#Cc1ccc(NC(=N)NCCC(=O)O)cc1. As a reaction SMILES: [C:10](#[N:11])[c:12]1[cH:13][cH:14][c:15]([NH:18][C:19]([S:20][CH3:21])=[NH:22])[cH:16][cH:17]1.[CH3:24][CH2:25][OH:26].[IH:9].[NH2:1][CH2:2][CH2:3][C:4](=[O:5])[OH:6].[Na+:8].[OH-:7].[OH2:23]>>[NH:1]([CH2:2][CH2:3][C:4](=[O:5])[OH:6])[C:19]([NH:18][c:15]1[cH:14][cH:13][c:12]([C:10]#[N:11])[cH:17][cH:16]1)=[NH:22].